This data is from the Open Reaction Database (ORD), a public repository of structured organic reaction records. The task is: describe an organic reaction: reactants, conditions, products, and yield As a reaction SMILES: [OH:1][C:2]1[CH:3]=[C:4]([CH:18]=[CH:19][CH:20]=1)[CH2:5][CH:6]1[C:10]2[NH:11][C:12]([C:14]([O:16]C)=[O:15])=[CH:13][C:9]=2[CH2:8][CH2:7]1.[OH-].[Li+].CO>C1COCC1>[OH:1][C:2]1[CH:3]=[C:4]([CH:18]=[CH:19][CH:20]=1)[CH2:5][CH:6]1[C:10]2[NH:11][C:12]([C:14]([OH:16])=[O:15])=[CH:13][C:9]=2[CH2:8][CH2:7]1 |f:1.2|. Run in C1CCOC1 (THF). The product is OC=1C=C(CC2CCC3=C2NC(=C3)C(=O)O)C=CC1 (6-(3-hydroxybenzyl)-1,4,5,6-tetrahydrocyclopenta[b]pyrrole-2-carboxylic acid). The reactants are OC=1C=C(CC2CCC3=C2NC(=C3)C(=O)OC)C=CC1 (methyl 6-(3-hydroxybenzyl)-1,4,5,6-tetrahydrocyclopenta[b]pyrrole-2-carboxylate), [OH-].[Li+] (lithium hydroxide), CO (methanol). Reported procedure: The title compound was synthesized from methyl 6-(3-hydroxybenzyl)-1,4,5,6-tetrahydrocyclopenta[b]pyrrole-2-carboxylate (57 mg, 0.21 mmol) and lithium hydroxide (88 mg, 2.10 mmol in 1 mL water), according to General Procedure 7. A 1:1 mixture of methanol (MeOH) and THF (2 mL) was used. The resulting product was purified by chromatography, eluting with heptane-EtOAc, gradient 0 to 50% EtOAc. 1H NMR (400 MHz, METHANOL-d4) δ ppm 2.04-2.16 (m, 1H) 2.36-2.53 (m, 3H) 2.55-2.64 (m, 1H) 2.96-3.04 (m, 1H... The reactants are O=CC=Cc1ccccc1, O=C1CC(=O)NC(=O)N1, O. Product: O=C1NC(=O)C(=CC=Cc2ccccc2)C(=O)N1. As a reaction SMILES: [O:10]=[CH:11][CH:12]=[CH:13][c:14]1[cH:15][cH:16][cH:17][cH:18][cH:19]1.[O:1]=[C:2]1[CH2:3][C:4](=[O:5])[NH:6][C:7](=[O:8])[NH:9]1.[OH2:20]>>[O:1]=[C:2]1[C:3](=[CH:11][CH:12]=[CH:13][c:14]2[cH:15][cH:16][cH:17][cH:18][cH:19]2)[C:4](=[O:5])[NH:6][C:7](=[O:8])[NH:9]1. The reactants are ClC1=C(C(=O)O)C=C(C=C1)Cl (2,5-dichlorobenzoic acid), FC1(CCC(CC1)(C=1C=NC(=CC1)F)CN)F (C-[4,4-difluoro-1-(6-fluoro-pyridin-3-yl)-cyclohexyl]-methylamine). Product: ClC1=C(C(=O)NCC2(CCC(CC2)(F)F)C=2C=NC(=CC2)F)C=C(C=C1)Cl (2,5-Dichloro-N-[4,4-difluoro-1-(6-fluoro-pyridin-3-yl)-cyclohexylmethyl]-benzamide). RXN SMILES: [Cl:1][C:2]1[CH:10]=[CH:9][C:8]([Cl:11])=[CH:7][C:3]=1[C:4]([OH:6])=O.[F:12][C:13]1([F:28])[CH2:18][CH2:17][C:16]([CH2:26][NH2:27])([C:19]2[CH:20]=[N:21][C:22]([F:25])=[CH:23][CH:24]=2)[CH2:15][CH2:14]1>>[Cl:1][C:2]1[CH:10]=[CH:9][C:8]([Cl:11])=[CH:7][C:3]=1[C:4]([NH:27][CH2:26][C:16]1([C:19]2[CH:20]=[N:21][C:22]([F:25])=[CH:23][CH:24]=2)[CH2:17][CH2:18][C:13]([F:12])([F:28])[CH2:14][CH2:15]1)=[O:6]. Procedure: From 2,5-dichlorobenzoic acid and C-[4,4-difluoro-1-(6-fluoro-pyridin-3-yl)-cyclohexyl]-methylamine. LCMS (MH+): m/z=417.1, tR (minutes, Method D)=0.76 Reactants: COc1ccccc1C1(Cl)C(=O)Nc2ccc(Cl)cc21, CN(C)C(=O)C1CC(F)CN1, O=C([O-])C(F)(F)F. The product is COc1ccccc1C1(N2CC(F)CC2C(=O)N(C)C)C(=O)Nc2ccc(Cl)cc21. As a reaction SMILES: [Cl:1][C:2]1([c:13]2[c:14]([O:19][CH3:20])[cH:15][cH:16][cH:17][cH:18]2)[C:3](=[O:12])[NH:4][c:5]2[cH:6][cH:7][c:8]([Cl:11])[cH:9][c:10]21.[F:21][CH:22]1[CH2:23][CH:24]([C:27](=[O:28])[N:29]([CH3:30])[CH3:31])[NH:25][CH2:26]1.[O-:32][C:33]([C:34]([F:35])([F:36])[F:37])=[O:38]>>[C:2]1([c:13]2[c:14]([O:19][CH3:20])[cH:15][cH:16][cH:17][cH:18]2)([N:25]2[CH:24]([C:27](=[O:28])[N:29]([CH3:30])[CH3:31])[CH2:23][CH:22]([F:21])[CH2:26]2)[C:3](=[O:12])[NH:4][c:5]2[cH:6][cH:7][c:8]([Cl:11])[cH:9][c:10]21. RXN SMILES: [C:1]([CH3:2])([CH3:3])([CH3:4])[NH:5][S:6](=[O:7])(=[O:8])[c:9]1[c:10](-[c:15]2[cH:16][c:17]3[c:18]([nH:19][c:20]([CH2:22][O:23][c:24]4[cH:25][cH:26][c:27]([C:30]([F:31])([F:32])[F:33])[cH:28][cH:29]4)[n:21]3)[cH:34][cH:35]2)[cH:11][cH:12][cH:13][cH:14]1.[CH:37]([OH:38])([CH3:39])[CH3:40].[ClH:36]>>[NH2:5][S:6](=[O:7])(=[O:8])[c:9]1[c:10](-[c:15]2[cH:16][c:17]3[c:18]([nH:19][c:20]([CH2:22][O:23][c:24]4[cH:25][cH:26][c:27]([C:30]([F:31])([F:32])[F:33])[cH:28][cH:29]4)[n:21]3)[cH:34][cH:35]2)[cH:11][cH:12][cH:13][cH:14]1. The product is NS(=O)(=O)c1ccccc1-c1ccc2[nH]c(COc3ccc(C(F)(F)F)cc3)nc2c1. Reactants: CC(C)(C)NS(=O)(=O)c1ccccc1-c1ccc2[nH]c(COc3ccc(C(F)(F)F)cc3)nc2c1, CC(C)O, Cl. Starting materials: CN(C)CC1=CC=2CN(CCC2O1)C(=O)C1=CC=C(\C=C/C2=C(C=CC=C2)Cl)C=C1 ((Z)-N,N-Dimethyl-[5-(2-chlorostilbene-4'-carbonyl)-4,5,6,7-tetrahydrofuro[3,2-c]pyridin-2-ylmethyl]amine). Run in CO (methanol), Cl (hydrogen chloride), C(C)(=O)OCC (ethyl acetate). Product: Cl.CN(C)CC1=CC=2CN(CCC2O1)C(=O)C1=CC=C(\C=C/C2=C(C=CC=C2)Cl)C=C1 ((Z)-N,N-dimethyl-[5-(2-chlorostilbene-4'-carbonyl)-4,5,6,7-tetrahydrofuro[3,2-c]pyridin-2-ylmethyl]amine hydrochloride). RXN SMILES: [CH3:1][N:2]([CH2:4][C:5]1[O:13][C:12]2[CH2:11][CH2:10][N:9]([C:14]([C:16]3[CH:30]=[CH:29][C:19](/[CH:20]=[CH:21]\[C:22]4[CH:27]=[CH:26][CH:25]=[CH:24][C:23]=4[Cl:28])=[CH:18][CH:17]=3)=[O:15])[CH2:8][C:7]=2[CH:6]=1)[CH3:3]>CO.Cl.C(OCC)(=O)C>[ClH:28].[CH3:1][N:2]([CH2:4][C:5]1[O:13][C:12]2[CH2:11][CH2:10][N:9]([C:14]([C:16]3[CH:30]=[CH:29][C:19](/[CH:20]=[CH:21]\[C:22]4[CH:27]=[CH:26][CH:25]=[CH:24][C:23]=4[Cl:28])=[CH:18][CH:17]=3)=[O:15])[CH2:8][C:7]=2[CH:6]=1)[CH3:3] |f:4.5|. Procedure details: (Z)-N,N-Dimethyl-[5-(2-chlorostilbene-4'-carbonyl)-4,5,6,7-tetrahydrofuro[3,2-c]pyridin-2-ylmethyl]amine 0.304 g was dissolved in 2 ml of methanol; solution of in hydrogen chloride in ethyl acetate was added in excess, followed by stirring. This mixture was concentrated to yield the desired product. The reactants are CCOC(=O)c1cnn(CC)c1C(=O)O, O=S(Cl)Cl. Product: CCOC(=O)c1cnn(CC)c1C(=O)Cl. As a reaction SMILES: [CH2:1]([CH3:2])[O:3][C:4](=[O:5])[c:6]1[c:7]([C:13](=[O:14])[OH:15])[n:8]([CH2:11][CH3:12])[n:9][cH:10]1.[S:16]([Cl:17])([Cl:18])=[O:19]>>[CH2:1]([CH3:2])[O:3][C:4](=[O:5])[c:6]1[c:7]([C:13](=[O:15])[Cl:18])[n:8]([CH2:11][CH3:12])[n:9][cH:10]1.